This data is from the Open Reaction Database (ORD), a public repository of structured organic reaction records. The task is: describe an organic reaction: reactants, conditions, products, and yield Starting materials: C1NCCC=2NC=3C(=CC=CC3C21)SC2=CC=C(C=C2)C (4-Methylphenyl 2,3,4,5-tetrahydro-1H-pyrido[4,3-b]indol-6-yl sulfide), C=O (formaldehyde), [BH4-].[Na+] (sodium borohydride). Run in CO (MeOH). Conditions: temperature 0 celsius, time 2 hour. Yields the product CN1CC2=C(NC=3C(=CC=CC23)SC2=CC=C(C=C2)C)CC1 (2-methyl-6-[(4-methylphenyl)sulfanyl]-2,3,4,5-tetrahydro-1H-pyrido[4,3-b]indole). Isolated yield 76.0%. Reaction SMILES: [CH2:1]1[C:13]2[C:12]3[CH:11]=[CH:10][CH:9]=[C:8]([S:14][C:15]4[CH:20]=[CH:19][C:18]([CH3:21])=[CH:17][CH:16]=4)[C:7]=3[NH:6][C:5]=2[CH2:4][CH2:3][NH:2]1.[CH2:22]=O.[BH4-].[Na+]>CO>[CH3:22][N:2]1[CH2:3][CH2:4][C:5]2[NH:6][C:7]3[C:8]([S:14][C:15]4[CH:20]=[CH:19][C:18]([CH3:21])=[CH:17][CH:16]=4)=[CH:9][CH:10]=[CH:11][C:12]=3[C:13]=2[CH2:1]1 |f:2.3|. Procedure details: 4-Methylphenyl 2,3,4,5-tetrahydro-1H-pyrido[4,3-b]indol-6-yl sulfide (200 mg, 0.68 mmol) was brought to reflux with formaldehyde (37% aq., 0.68 mL) in MeOH (1.8 mL) for 30 minutes. The reaction was then cooled to 0° C. and sodium borohydride (89 mg, 1.3 mmol) was added slowly. The solution was allowed to stir at room temperature for 2 hours. Ice chips were then added and the reaction partitioned between CHCl3 and water. The aqueous layer was extracted with CHCl3 (3×10 mL). The combined extracts ... The reactants are NC1=NC(=C2N=CN(C2=N1)CC\C=C\P(=O)(OC(C)C)OC(C)C)Cl ((E)-2-amino-6-chloro-9-[4-(diisopropoxyphosphoryl)but-3-enyl]purine), stainless steel, N (ammonia). Yields the product NC1=NC(=C2N=CN(C2=N1)CC\C=C\P(=O)(OC(C)C)OC(C)C)N ((E)-2, 6-diamino-9-[4-(diisopropoxyphosphoryl)but-3-enyl]purine). Isolated yield 50.0%. Reaction SMILES: [NH2:1][C:2]1[N:10]=[C:9]2[C:5]([N:6]=[CH:7][N:8]2[CH2:11][CH2:12]/[CH:13]=[CH:14]/[P:15]([O:21][CH:22]([CH3:24])[CH3:23])([O:17][CH:18]([CH3:20])[CH3:19])=[O:16])=[C:4](Cl)[N:3]=1.[NH3:26]>>[NH2:1][C:2]1[N:10]=[C:9]2[C:5]([N:6]=[CH:7][N:8]2[CH2:11][CH2:12]/[CH:13]=[CH:14]/[P:15]([O:21][CH:22]([CH3:24])[CH3:23])([O:17][CH:18]([CH3:20])[CH3:19])=[O:16])=[C:4]([NH2:26])[N:3]=1. Reported procedure: A solution of (E)-2-amino-6-chloro-9-[4-(diisopropoxyphosphoryl)but-3-enyl]purine (370 mg, 954 μmol) in saturated ethanolic ammonia (60 ml) was heated at 100° C. in a stainless steel autoclave for 7 hr. The solution was allowed to cool then the solvent was removed. The residue was purified by column chromatography on silica gel eluting with dichloromethane-methanol (19:1, 9:1) to give (E)-2, 6-diamino-9-[4-(diisopropoxyphosphoryl)but-3-enyl]purine as a white solid (175mg, 50%), m.p. 211°-213° C.... The reactants are BrC=1C=CC(=C(CN2C(N(N=C2CO)C)=O)C1)C (4-(5-bromo-2-methylbenzyl)-5-hydroxymethyl-2-methyl-2,4-dihydro-3H-1,2,4-triazol-3-one). Reagents/catalysts: [O-2].[O-2].[Mn+4] (manganese dioxide). Run in C(Cl)(Cl)Cl (chloroform). Product: BrC=1C=CC(=C(CN2C(N(N=C2C=O)C)=O)C1)C (4-(5-bromo-2-methylbenzyl)-5-formyl-2-methyl-2,4-dihydro-3H-1,2, 4-triazol-3-one). The yield is 68.2%. RXN SMILES: [Br:1][C:2]1[CH:3]=[CH:4][C:5]([CH3:18])=[C:6]([CH:17]=1)[CH2:7][N:8]1[C:12]([CH2:13][OH:14])=[N:11][N:10]([CH3:15])[C:9]1=[O:16]>C(Cl)(Cl)Cl.[O-2].[O-2].[Mn+4]>[Br:1][C:2]1[CH:3]=[CH:4][C:5]([CH3:18])=[C:6]([CH:17]=1)[CH2:7][N:8]1[C:12]([CH:13]=[O:14])=[N:11][N:10]([CH3:15])[C:9]1=[O:16] |f:2.3.4|. Procedure: 7.46 g (23.9 mmol) of 4-(5-bromo-2-methylbenzyl)-5-hydroxymethyl-2-methyl-2,4-dihydro-3H-1,2,4-triazol-3-one and 15.8 g of active manganese dioxide were stirred for 3 hours in nitrogen atmosphere under reflux with heating in 71 ml of chloroform. The reaction solution was filtrated through celite, and the filtrate was concentrated. The residue was subjected to silica gel column chromatography (eluant: hexane/ethyl acetate-1/2 (v/v)), to obtain 5.04 g (16.3 mmol) of 4-(5-bromo-2-methylbenzyl)-5-fo... Reactants: CCOC(=O)C(=S)N (ethyl thioxamate), C(=O)NN (formylhydrazine). Run at temperature 65 celsius. Product: C(C)OC(C(=N)N(N)C=O)=O ((N-formylhydrazino)-imino acetic acid ethyl ester). Isolated yield 76.3%. As a reaction SMILES: [CH3:1][CH2:2][O:3][C:4]([C:6]([NH2:8])=S)=[O:5].[CH:9]([NH:11][NH2:12])=[O:10]>>[CH2:2]([O:3][C:4](=[O:5])[C:6]([N:11]([CH:9]=[O:10])[NH2:12])=[NH:8])[CH3:1]. Reported procedure: A mixture of ethyl thioxamate (10.55 g, 79.2 mmol) and formylhydrazine (5.00 g, 83.2 mmol) was heated at 65° C. for 30 minutes and stirred in accordance with a method described in Collect. Czech Chem. Commun., 1984, 49, p 2492. After cooling, the precipitated crystal was collected by filteration and washed with ethanol to give (N-formylhydrazino)-imino acetic acid ethyl ester (9.62 g). Yield: 76%. Reactants: [C-]#N.[K+] (potassium cyanide), IC1=CC=C(CBr)C=C1 (4-iodobenzyl bromide), IMS water. Product: IC1=CC=C(C=C1)CC#N (4-Iodophenylacetonitrile). As a reaction SMILES: [C-:1]#[N:2].[K+].[I:4][C:5]1[CH:12]=[CH:11][C:8]([CH2:9]Br)=[CH:7][CH:6]=1>>[I:4][C:5]1[CH:12]=[CH:11][C:8]([CH2:9][C:1]#[N:2])=[CH:7][CH:6]=1 |f:0.1|. Procedure: A mixture of potassium cyanide (33.23 g, Sigma-Aldrich) and 4-iodobenzyl bromide (101 g, Apollo Scientific) in 3:1 IMS/water (1 L) was heated to reflux for 2 hours then cooled to room temperature. The organics were removed in vacuo and the aqueous was extracted with EtOAc (2×750 mL). The combined organics were washed with brine (300 mL), dried (magnesium sulphate) and concentrated in vacuo to give the product as oil that solidified on standing. Yield: 78.4 g. 1H NMR (400 MHz, CDCl3): δ 7.71 (2H,... Starting materials: CCCCOc1c(NCCCO)c(=O)c1=O, ClCCl, O=S(=O)(Cl)c1ccccc1, c1ccncc1. The product is CCCCOc1c(NCCCS(=O)(=O)c2ccccc2)c(=O)c1=O. As a reaction SMILES: [CH2:1]([CH2:2][CH2:3][CH3:4])[O:5][c:6]1[c:7]([NH:12][CH2:13][CH2:14][CH2:15][OH:16])[c:8](=[O:11])[c:9]1=[O:10].[Cl:33][CH2:34][Cl:35].[c:23]1([S:29](=[O:30])(=[O:31])[Cl:32])[cH:24][cH:25][cH:26][cH:27][cH:28]1.[cH:17]1[cH:18][cH:19][n:20][cH:21][cH:22]1>>[CH2:1]([CH2:2][CH2:3][CH3:4])[O:5][c:6]1[c:7]([NH:12][CH2:13][CH2:14][CH2:15][S:29]([c:23]2[cH:24][cH:25][cH:26][cH:27][cH:28]2)(=[O:30])=[O:31])[c:8](=[O:11])[c:9]1=[O:10]. Starting materials: C(C)(C)(C)OC(=O)N1[C@H]2C[C@H]2C[C@H]1CN ((1S,3S,5S)-3-aminomethyl-2-aza-bicyclo[3.1.0]hexane-2-carboxylic acid tert-butyl ester), O1CCC=2C1=CC=CC2C(=O)O (2,3-dihydro-benzofuran-4-carboxylic acid). The product is C(C)(C)(C)OC(=O)N1[C@H]2C[C@H]2C[C@H]1CNC(=O)C=1C=CC=C2C1CCO2 ((1S,3S,5S)-3-{[(2,3-Dihydro-benzofuran-4-carbonyl)-amino]-methyl}-2-aza-bicyclo[3.1.0]hexane-2-carboxylic acid tert-butyl ester). RXN SMILES: [C:1]([O:5][C:6]([N:8]1[C@H:13]([CH2:14][NH2:15])[CH2:12][C@H:11]2[C@@H:9]1[CH2:10]2)=[O:7])([CH3:4])([CH3:3])[CH3:2].[O:16]1[C:20]2=[CH:21][CH:22]=[CH:23][C:24]([C:25](O)=[O:26])=[C:19]2[CH2:18][CH2:17]1>>[C:1]([O:5][C:6]([N:8]1[C@H:13]([CH2:14][NH:15][C:25]([C:24]2[CH:23]=[CH:22][CH:21]=[C:20]3[O:16][CH2:17][CH2:18][C:19]=23)=[O:26])[CH2:12][C@H:11]2[C@@H:9]1[CH2:10]2)=[O:7])([CH3:4])([CH3:3])[CH3:2]. Procedure: prepared by reaction of (1S,3S,5S)-3-aminomethyl-2-aza-bicyclo[3.1.0]hexane-2-carboxylic acid tert-butyl ester with 2,3-dihydro-benzofuran-4-carboxylic acid. LC-MS (acidic): tR=1.01 min; [M+H]+=359.1. Starting materials: Cl.Cl.N1CCCCC12CCNCC2 (1,9-diazaspiro[5.5]undecane dihydrochloride), C([O-])([O-])=O.[K+].[K+] (potassium carbonate), CN(C=O)C (N,N-dimethylformamide), FC1=CC=C(C=C1)[N+](=O)[O-] (1-fluoro-4-nitrobenzene). The solvent is O (water). The yield is 89.0%. Reaction SMILES: Cl.Cl.[NH:3]1[C:8]2([CH2:13][CH2:12][NH:11][CH2:10][CH2:9]2)[CH2:7][CH2:6][CH2:5][CH2:4]1.C(=O)([O-])[O-].[K+].[K+].CN(C)C=O.F[C:26]1[CH:31]=[CH:30][C:29]([N+:32]([O-:34])=[O:33])=[CH:28][CH:27]=1>O>[N+:32]([C:29]1[CH:30]=[CH:31][C:26]([N:11]2[CH2:12][CH2:13][C:8]3([NH:3][CH2:4][CH2:5][CH2:6][CH2:7]3)[CH2:9][CH2:10]2)=[CH:27][CH:28]=1)([O-:34])=[O:33] |f:0.1.2,3.4.5|. Procedure: To a mixture of 1,9-diazaspiro[5.5]undecane dihydrochloride (640 mg), potassium carbonate (1.26 g), and N,N-dimethylformamide (7 mL) was added 1-fluoro-4-nitrobenzene (426 mg), followed by stirring at 60° C. overnight. To the reaction mixture was added water, and the precipitated solid was collected by filtration and then dried under reduced pressure to obtain 9-(4-nitrophenyl)-1,9-diazaspiro[5.5]undecane (0.69 g) as a yellow solid. Conditions: temperature 60 celsius, time 8 hour. Yields the product [N+](=O)([O-])C1=CC=C(C=C1)N1CCC2(CCCCN2)CC1 (9-(4-nitrophenyl)-1,9-diazaspiro[5.5]undecane). The reactants are CCC12CC(O)C(O)(c3ccc(F)cc3)CC1CCc1cc(O)ccc12, Cc1ncccc1CCl, Cl. As a reaction SMILES: [CH2:1]([CH3:2])[C:3]12[CH2:4][CH:5]([OH:26])[C:6]([OH:18])([c:19]3[cH:20][cH:21][c:22]([F:25])[cH:23][cH:24]3)[CH2:7][CH:8]1[CH2:9][CH2:10][c:11]1[cH:12][c:13]([OH:17])[cH:14][cH:15][c:16]12.[Cl:28][CH2:29][c:30]1[c:31]([CH3:36])[n:32][cH:33][cH:34][cH:35]1.[ClH:27]>>[CH2:1]([CH3:2])[C:3]12[CH2:4][CH:5]([OH:26])[C:6]([OH:18])([c:19]3[cH:20][cH:21][c:22]([F:25])[cH:23][cH:24]3)[CH2:7][CH:8]1[CH2:9][CH2:10][c:11]1[cH:12][c:13]([O:17][CH2:29][c:30]3[c:31]([CH3:36])[n:32][cH:33][cH:34][cH:35]3)[cH:14][cH:15][c:16]12. Product: CCC12CC(O)C(O)(c3ccc(F)cc3)CC1CCc1cc(OCc3cccnc3C)ccc12.